Dataset: the Open Reaction Database (ORD), a public repository of structured organic reaction records. Task: describe an organic reaction: reactants, conditions, products, and yield Solvent: O (water), CO (methanol). Procedure: Diacetylguanine (3 g) was refluxed in a mixture of water (5 ml) and methanol (50 ml) for 4 hours. The solvents were then removed under reduced pressure, the residue washed with cold methanol, and dried under vacuum, to give N-acetylguanine, a compound of Formula (1a). As a reaction SMILES: [C:1]([N:4](C(=O)C)[C:5]1[NH:6][C:7](=[O:14])[C:8]2[NH:9][CH:10]=[N:11][C:12]=2[N:13]=1)(=[O:3])[CH3:2]>O.CO>[C:1]([NH:4][C:5]1[NH:6][C:7](=[O:14])[C:8]2[NH:9][CH:10]=[N:11][C:12]=2[N:13]=1)(=[O:3])[CH3:2]. The reactants are C(C)(=O)N(C=1NC(C=2NC=NC2N1)=O)C(C)=O (Diacetylguanine). Yields the product C(C)(=O)NC=1NC(C=2NC=NC2N1)=O (N-acetylguanine). Starting materials: FC1=CC=C(C=C1)C(OCCN1CCNCC1)C1=CC=C(C=C1)F (1-[2-[bis(4-fluorophenyl)methoxy]ethyl]piperazine), ClCCCC(=O)C1=CC=CC=C1 (4-chloro-1-phenyl-1-butanone), C([O-])([O-])=O.[K+].[K+] (potassium carbonate). Solvent: C(C(C)C)C(=O)C (methyl isobutyl ketone). Yields the product Cl.Cl.FC1=CC=C(C=C1)C(OCCN1CCN(CC1)CCCC(=O)C1=CC=CC=C1)C1=CC=C(C=C1)F (4-[4-[2-[bis(4-fluorophenyl)methoxy]-ethyl]-1-piperazinyl]-1-phenyl-1-butanone dihydrochloride). As a reaction SMILES: [F:1][C:2]1[CH:7]=[CH:6][C:5]([CH:8]([C:18]2[CH:23]=[CH:22][C:21]([F:24])=[CH:20][CH:19]=2)[O:9][CH2:10][CH2:11][N:12]2[CH2:17][CH2:16][NH:15][CH2:14][CH2:13]2)=[CH:4][CH:3]=1.[Cl:25][CH2:26][CH2:27][CH2:28][C:29]([C:31]1[CH:36]=[CH:35][CH:34]=[CH:33][CH:32]=1)=[O:30].C(=O)([O-])[O-].[K+].[K+]>C(C(C)=O)C(C)C>[ClH:25].[ClH:25].[F:1][C:2]1[CH:3]=[CH:4][C:5]([CH:8]([C:18]2[CH:19]=[CH:20][C:21]([F:24])=[CH:22][CH:23]=2)[O:9][CH2:10][CH2:11][N:12]2[CH2:17][CH2:16][N:15]([CH2:26][CH2:27][CH2:28][C:29]([C:31]3[CH:36]=[CH:35][CH:34]=[CH:33][CH:32]=3)=[O:30])[CH2:14][CH2:13]2)=[CH:6][CH:7]=1 |f:2.3.4,6.7.8|. Procedure: A mixture of 6 g (0.018 mol) of 1-[2-[bis(4-fluorophenyl)methoxy]ethyl]piperazine, 6.6 g (0.036 mol) of 4-chloro-1-phenyl-1-butanone and 5 g of powdered potassium carbonate in 100 ml of methyl isobutyl ketone was refluxed for 6 hours with stirring. The reaction mixture was concentrated by evaporation of the solvent and water and diethyl ether were added to the residue, after which the ethereal layer was separated off, washed with water, dried on sodium sulfate and the solvent was evaporated. The... Reactants: CC(C)(C)OC(=O)N1CCC(N)C1, CCOC(=O)c1cnc2c(OC)cccc2c1Cl. Yields the product CCOC(=O)c1cnc2c(OC)cccc2c1NC1CCN(C(=O)OC(C)(C)C)C1. As a reaction SMILES: [C:19]([CH3:20])([CH3:21])([CH3:22])[O:23][C:24](=[O:25])[N:26]1[CH2:27][CH:28]([NH2:31])[CH2:29][CH2:30]1.[CH2:1]([CH3:2])[O:3][C:4](=[O:5])[c:6]1[cH:7][n:8][c:9]2[c:10]([O:17][CH3:18])[cH:11][cH:12][cH:13][c:14]2[c:15]1[Cl:16]>>[CH2:1]([CH3:2])[O:3][C:4](=[O:5])[c:6]1[cH:7][n:8][c:9]2[c:10]([O:17][CH3:18])[cH:11][cH:12][cH:13][c:14]2[c:15]1[NH:31][CH:28]1[CH2:27][N:26]([C:24]([O:23][C:19]([CH3:20])([CH3:21])[CH3:22])=[O:25])[CH2:30][CH2:29]1. As a reaction SMILES: [NH2:1][C:2]1[N:7]=[CH:6][C:5]([O:8][C:9]2[CH:18]=[C:17]([N:19]3[CH2:24][CH2:23][N:22]([CH2:25][C:26]4[CH2:27][O:28][C:29]([CH3:40])([CH3:39])[CH2:30][C:31]=4[C:32]4[CH:37]=[CH:36][C:35]([Cl:38])=[CH:34][CH:33]=4)[CH2:21][CH2:20]3)[CH:16]=[CH:15][C:10]=2[C:11]([O:13]C)=[O:12])=[CH:4][C:3]=1[Cl:41].[OH-].[Li+]>O1CCCC1.CO.ClCCl.O>[NH2:1][C:2]1[N:7]=[CH:6][C:5]([O:8][C:9]2[CH:18]=[C:17]([N:19]3[CH2:24][CH2:23][N:22]([CH2:25][C:26]4[CH2:27][O:28][C:29]([CH3:39])([CH3:40])[CH2:30][C:31]=4[C:32]4[CH:33]=[CH:34][C:35]([Cl:38])=[CH:36][CH:37]=4)[CH2:21][CH2:20]3)[CH:16]=[CH:15][C:10]=2[C:11]([OH:13])=[O:12])=[CH:4][C:3]=1[Cl:41] |f:1.2|. Starting materials: NC1=C(C=C(C=N1)OC1=C(C(=O)OC)C=CC(=C1)N1CCN(CC1)CC=1COC(CC1C1=CC=C(C=C1)Cl)(C)C)Cl (methyl 2-(6-amino-5-chloropyridin-3-yloxy)-4-(4-((4-(4-chlorophenyl)-6,6-dimethyl-5,6-dihydro-2H-pyran-3-yl)methyl)piperazin-1-yl)benzoate), [OH-].[Li+] (lithium hydroxide). Product: NC1=C(C=C(C=N1)OC1=C(C(=O)O)C=CC(=C1)N1CCN(CC1)CC=1COC(CC1C1=CC=C(C=C1)Cl)(C)C)Cl (2-(6-amino-5-chloropyridin-3-yloxy)-4-(4-((4-(4-chlorophenyl)-6,6-dimethyl-5,6-dihydro-2H-pyran-3-yl)methyl)piperazin-1-yl)benzoic acid). Reported procedure: To a solution of EXAMPLE 387B (0.300 g) in tetrahydrofuran (5 mL) and methanol (1 mL) was added 1.0M lithium hydroxide (1.506 mL) and the suspension was heated to 55° C. After 3 hours, the reaction was cooled, diluted with dichloromethane (20 mL) and water (10 mL), and quenched with 1N aqueous HCl (1.5 mL). The organic layer was separated and the aqueous layer was extracted with 20 ml of dichloromethane. The combined organic extracts were washed with brine (25 mL), dried over magnesium sulfate, ... Run in O1CCCC1 (tetrahydrofuran), CO (methanol), ClCCl (dichloromethane), O (water). Conditions: temperature 55 celsius, time 3 hour. Reactants: CC(C)C(=O)O, CCN=C=NCCCN(C)C, CN(C)C=O, CCN(C(C)C)C(C)C, Clc1nc(N2CCOCC2)c2nc(CC3CCNCC3)ccc2n1, Cl, On1nnc2ccccc21. The product is CC(C)C(=O)N1CCC(Cc2ccc3nc(Cl)nc(N4CCOCC4)c3n2)CC1. RXN SMILES: [CH3:25][CH:26]([CH3:27])[C:28]([OH:29])=[O:30].[CH3:42][N:43]([CH3:44])[CH2:45][CH2:46][CH2:47][N:48]=[C:49]=[N:50][CH2:51][CH3:52].[CH3:62][N:63]([CH3:64])[CH:65]=[O:66].[CH:53]([N:54]([CH:55]([CH3:56])[CH3:57])[CH2:58][CH3:59])([CH3:60])[CH3:61].[Cl:1][c:2]1[n:3][c:4]([N:19]2[CH2:20][CH2:21][O:22][CH2:23][CH2:24]2)[c:5]2[c:6]([n:7]1)[cH:8][cH:9][c:10]([CH2:12][CH:13]1[CH2:14][CH2:15][NH:16][CH2:17][CH2:18]1)[n:11]2.[ClH:41].[OH:31][n:32]1[c:33]2[cH:34][cH:35][cH:36][cH:37][c:38]2[n:39][n:40]1>>[Cl:1][c:2]1[n:3][c:4]([N:19]2[CH2:20][CH2:21][O:22][CH2:23][CH2:24]2)[c:5]2[c:6]([n:7]1)[cH:8][cH:9][c:10]([CH2:12][CH:13]1[CH2:14][CH2:15][N:16]([C:28]([CH:26]([CH3:25])[CH3:27])=[O:29])[CH2:17][CH2:18]1)[n:11]2.